describe an organic reaction: reactants, conditions, products, and yield From a dataset of the Open Reaction Database (ORD), a public repository of structured organic reaction records. As a reaction SMILES: [NH2:1][C@@H:2]([C:7]([O:9][C:10]([CH3:13])([CH3:12])[CH3:11])=[O:8])[CH2:3][CH2:4][CH2:5][CH3:6].Cl.CN1CCOCC1.[NH:22]([C:37]([O:39][C:40]([CH3:43])([CH3:42])[CH3:41])=[O:38])[C@@H:23]([C:34](O)=[O:35])[CH2:24][C:25]1[C:33]2[C:28](=[CH:29][CH:30]=[CH:31][CH:32]=2)[NH:27][CH:26]=1.C1C=CC2N(O)N=NC=2C=1.CCN=C=NCCCN(C)C.Cl>ClCCl.C(OCC)(=O)C.O>[NH:22]([C:37]([O:39][C:40]([CH3:43])([CH3:42])[CH3:41])=[O:38])[C@@H:23]([C:34]([NH:1][C@@H:2]([C:7]([O:9][C:10]([CH3:12])([CH3:11])[CH3:13])=[O:8])[CH2:3][CH2:4][CH2:5][CH3:6])=[O:35])[CH2:24][C:25]1[C:33]2[C:28](=[CH:29][CH:30]=[CH:31][CH:32]=2)[NH:27][CH:26]=1 |f:0.1,5.6|. The reactants are CN1CCOCC1 (NMM), N([C@H](CC1=CNC2=CC=CC=C12)C(=O)O)C(=O)OC(C)(C)C (Boc-DTrp-OH), C=1C=CC2=C(C1)N=NN2O (HOBT), CCN=C=NCCCN(C)C.Cl (EDCI.HCl), N[C@H](CCCC)C(=O)OC(C)(C)C.Cl (H-DNle-OtBu.HCl). The yield is 95.6%. Reported procedure: To a suspension of H-DNle-OtBu.HCl (603 mg) in dichloromethane (10 ml) were added NMM (297 μl), Boc-DTrp-OH (903 mg), HOBT.H2O (413 mg) and EDCI.HCl (569 mg) successively under ice cooling. The mixture was stirred at the same temperature for 2 h and at room temperature for 1 h. The reaction mixture was diluted with ethyl acetate, washed with 10% aq. citric acid, sat. aq. NaHCO3, water and brine successively, dried over MgSO4 and evaporated in vacuo to give Boc-DTrp-DNle-OtBu (1.22 g). To a solut... Product: N([C@H](CC1=CNC2=CC=CC=C12)C(=O)N[C@H](CCCC)C(=O)OC(C)(C)C)C(=O)OC(C)(C)C (Boc-DTrp-DNle-OtBu). Solvent: O (H2O), ClCCl (dichloromethane), C(C)(=O)OCC (ethyl acetate). Conditions: time 1 hour. Reactants: C(C)(=O)OC1=C(C(N(C1)C(C1=CC=CC=C1)(C)C)=O)C1=CC=CC=C1 (4-acetoxy-1-(α,α-dimethylbenzyl)-2-oxo-3-phenyl-3-pyrroline). The reagents and catalysts are [Pd].[O-]S(=O)(=O)[O-].[Ba+2] (Pd BaSO4). Solvent: CO (methanol). The product is C(C)(=O)OC1C(C(N(C1)C(C1=CC=CC=C1)(C)C)=O)C1=CC=CC=C1 (4-acetoxy-1-(α,α-dimethylbenzyl)-3-phenyl-2-pyrrolidinone). Yield: 14.8%. As a reaction SMILES: [C:1]([O:4][C:5]1[CH2:9][N:8]([C:10]([CH3:18])([CH3:17])[C:11]2[CH:16]=[CH:15][CH:14]=[CH:13][CH:12]=2)[C:7](=[O:19])[C:6]=1[C:20]1[CH:25]=[CH:24][CH:23]=[CH:22][CH:21]=1)(=[O:3])[CH3:2]>CO.[Pd].[O-]S([O-])(=O)=O.[Ba+2]>[C:1]([O:4][CH:5]1[CH2:9][N:8]([C:10]([CH3:18])([CH3:17])[C:11]2[CH:16]=[CH:15][CH:14]=[CH:13][CH:12]=2)[C:7](=[O:19])[CH:6]1[C:20]1[CH:21]=[CH:22][CH:23]=[CH:24][CH:25]=1)(=[O:3])[CH3:2] |f:2.3.4|. Procedure: 6.4 g (20 mmol) of 4-acetoxy-1-(α,α-dimethylbenzyl)-2-oxo-3-phenyl-3-pyrroline prepared by the method of reference Example 14, was dissolved in 100 ml of methanol and subjected to hydrogenation at normal temperature under atmospheric pressure by an addition of 0.4 g of Pd-BaSO4. After completion of the reaction, the catalyst was removed by filtration, and methanol was distilled off. The residue was purified by silica gel column chromatography to obtain 1.0 g (yield: 15%) of the desired compound. Starting materials: C(C1=CC=CC=C1)OC(=O)N1C[C@@]2(C[C@@H]([C@@H]2C1)C)NC(=O)OC(C)(C)C ((1S,5R,6S)-1-tert-Butoxycarbonylamino-6-methyl-3-azabicyclo[3.2.0]heptane-3-carboxylic acid benzyl ester), [H][H] (hydrogen). Reagents/catalysts: [C].[Pd] (palladium-carbon). Run in CO (methanol), O1CCCC1 (tetrahydrofuran). Yields the product C(C)(C)(C)OC(=O)N[C@@]12CNC[C@H]2[C@H](C1)C ((1S,5R,6S)-1-(tert-Butoxycarbonylamino)-6-methyl-3-azabicyclo[3.2.0]heptane). Reaction SMILES: C(OC([N:11]1[CH2:17][C@@H:16]2[C@@:13]([NH:19][C:20]([O:22][C:23]([CH3:26])([CH3:25])[CH3:24])=[O:21])([CH2:14][C@@H:15]2[CH3:18])[CH2:12]1)=O)C1C=CC=CC=1.[H][H]>CO.O1CCCC1.[C].[Pd]>[C:23]([O:22][C:20]([NH:19][C@@:13]12[CH2:14][C@H:15]([CH3:18])[C@@H:16]1[CH2:17][NH:11][CH2:12]2)=[O:21])([CH3:26])([CH3:24])[CH3:25] |f:4.5|. Procedure details: (1S,5R,6S)-1-tert-Butoxycarbonylamino-6-methyl-3-azabicyclo[3.2.0]heptane-3-carboxylic acid benzyl ester (1.4 g, 3.8 mmol) was dissolved in a mixed solvent of methanol (20 mL) and tetrahydrofuran (10 mL). A small amount of 10% palladium-carbon (50% wet) was added, and the mixture was stirred in a hydrogen atmosphere for three hours. After removing the catalyst by filtration, the filtrate was concentrated under reduced pressure to give 0.85 g (quantitative) of the title compound as a colorless oi... Reactants: CCOC(=O)c1cnc2cc(C(C)(C)C)nn2c1N, C1CCOC1. Product: CC(C)(C)c1cc2ncc(CO)c(N)n2n1. RXN SMILES: [NH2:1][c:2]1[c:3]([C:15](=[O:16])[O:17][CH2:18][CH3:19])[cH:4][n:5][c:6]2[n:7]1[n:8][c:9]([C:11]([CH3:12])([CH3:13])[CH3:14])[cH:10]2.[O:20]1[CH2:21][CH2:22][CH2:23][CH2:24]1>>[NH2:1][c:2]1[c:3]([CH2:15][OH:16])[cH:4][n:5][c:6]2[n:7]1[n:8][c:9]([C:11]([CH3:12])([CH3:13])[CH3:14])[cH:10]2. Starting materials: FC(C1=C(C=NN1C1=C(C=C(C=C1)Cl)Cl)C(=O)OCC)(F)F (5-(Trifluoromethyl)-1-(2,4-dichlorophenyl)-1H-pyrazole-4-carboxylic acid, ethyl ester), [OH-].[K+] (potassium hydroxide), ice water. Run in C(C)O (ethanol). Product: FC(C1=C(C=NN1C1=C(C=C(C=C1)Cl)Cl)C(=O)O)(F)F (5-(trifluoromethyl)-1-(2,4-dichlorophenyl)-1H-pyrazole-4-carboxylic acid). Isolated yield 62.2%. As a reaction SMILES: [F:1][C:2]([F:22])([F:21])[C:3]1[N:7]([C:8]2[CH:13]=[CH:12][C:11]([Cl:14])=[CH:10][C:9]=2[Cl:15])[N:6]=[CH:5][C:4]=1[C:16]([O:18]CC)=[O:17].[OH-].[K+]>C(O)C>[F:22][C:2]([F:1])([F:21])[C:3]1[N:7]([C:8]2[CH:13]=[CH:12][C:11]([Cl:14])=[CH:10][C:9]=2[Cl:15])[N:6]=[CH:5][C:4]=1[C:16]([OH:18])=[O:17] |f:1.2|. Procedure: 5-(Trifluoromethyl)-1-(2,4-dichlorophenyl)-1H-pyrazole-4-carboxylic acid, ethyl ester (3.31 grams, 0.0094 mole) and potassium hydroxide (0.8 gram, 0.014 mole) were combined in 25 ml of ethanol. The reaction mixture was refluxed for 2 hours, then poured into 150 ml of ice/water and filtered to remove solids. The remaining solution was acidified with concentrated HCl, filtered to separate the precipitate which was then dried and recrystallized from cyclohexane/toluene with charcoal, yielding 1.90 ... The reactants are BrC=1C=C(C=CC1F)[C@](C)(CC(=C)C)NC(=S)NC(C1=CC=CC=C1)=O ((S)-N-(2-(3-bromo-4-fluorophenyl)-4-methylpent-4-en-2-ylcarbamothioyl)benzamide), II (iodine). Run in ClCCl (dichloromethane). Conditions: temperature 0 celsius, time 1 hour. The product is BrC=1C=C(C=CC1F)[C@]1(N=C(SC(C1)(C)CI)NC(C1=CC=CC=C1)=O)C (N-((4S)-4-(3-bromo-4-fluorophenyl)-6-(iodomethyl)-4,6-dimethyl-5,6-dihydro-4H-1,3-thiazin-2-yl)benzamide). Yield: 82.0%. RXN SMILES: [Br:1][C:2]1[CH:3]=[C:4]([C@@:9]([NH:15][C:16]([NH:18][C:19](=[O:26])[C:20]2[CH:25]=[CH:24][CH:23]=[CH:22][CH:21]=2)=[S:17])([CH2:11][C:12]([CH3:14])=[CH2:13])[CH3:10])[CH:5]=[CH:6][C:7]=1[F:8].[I:27]I>ClCCl>[Br:1][C:2]1[CH:3]=[C:4]([C@:9]2([CH3:10])[CH2:11][C:12]([CH2:14][I:27])([CH3:13])[S:17][C:16]([NH:18][C:19](=[O:26])[C:20]3[CH:21]=[CH:22][CH:23]=[CH:24][CH:25]=3)=[N:15]2)[CH:5]=[CH:6][C:7]=1[F:8]. Procedure: To a 0° C. solution of (S)-N-(2-(3-bromo-4-fluorophenyl)-4-methylpent-4-en-2-ylcarbamothioyl)benzamide (1.3 g, 3.0 mmoles, 1.0 equiv) in dichloromethane (40 mL) is added iodine (1.5 g, 5.9 mmoles, 2.0 equiv). The reaction is stirred at 0° C. for 1 h and gradually warmed to room temperature. The reaction mixture is quenched with saturated aqueous sodium thiosulfate. The aqueous layer is extracted with dichloromethane. The combined organic phase is dried over sodium sulfate, filtered and concentra... Starting materials: ClC1=CC(=NC=N1)C(=O)Cl (6-chloro-pyrimidine-4-carboxylic acid chloride), C(C)C1NC2=CC(=CC=C2C1)F (2-ethyl-6-fluoro-2,3-dihydro-1H-indol), [OH-].[Na+] (sodium hydroxide). The solvent is ClCCl (dichloromethane), ClCCl (dichloromethane). Run at temperature 0 celsius, time 30 minute. Yields the product ClC1=CC(=NC=N1)C(=O)N1C(CC2=CC=C(C=C12)F)CC ((6-chloro-pyrimidin-4-yl)-(2-ethyl-6-fluoro-2,3-dihydro-indol-1-yl)-methanone). RXN SMILES: [CH2:1]([CH:3]1[CH2:11][C:10]2[C:5](=[CH:6][C:7]([F:12])=[CH:8][CH:9]=2)[NH:4]1)[CH3:2].[Cl:13][C:14]1[N:19]=[CH:18][N:17]=[C:16]([C:20](Cl)=[O:21])[CH:15]=1.[OH-].[Na+]>ClCCl>[Cl:13][C:14]1[N:19]=[CH:18][N:17]=[C:16]([C:20]([N:4]2[C:5]3[C:10](=[CH:9][CH:8]=[C:7]([F:12])[CH:6]=3)[CH2:11][CH:3]2[CH2:1][CH3:2])=[O:21])[CH:15]=1 |f:2.3|. Procedure: A mixture of 2.5 g (10 mmol) 2-ethyl-6-fluoro-2,3-dihydro-1H-indol in 25 mL dichloromethane was added at 0° C. to 1.8 g (10 mmol) 6-chloro-pyrimidine-4-carboxylic acid chloride in 25 mL dichloromethane and then 10 mL (10 mmol) of a 1M sodium hydroxide solution were added dropwise. The reaction mixture was stirred for 30 min at 0° C. and then for 1 h at RT. The organic phase was separated off and evaporated down. The residue was purified on silica gel.